From a dataset of the Open Reaction Database (ORD), a public repository of structured organic reaction records. describe an organic reaction: reactants, conditions, products, and yield As a reaction SMILES: [Cl:39][CH2:40][Cl:41].[F:1][CH2:2][CH2:3][N:4]([C:5](=[O:6])[O:7][C:8]([CH3:9])([CH3:10])[CH3:11])[c:12]1[n:13][cH:14][c:15](-[c:18]2[o:19][c:20]3[c:21]([n:22]2)[cH:23][cH:24][c:25]([O:27][CH3:28])[cH:26]3)[cH:16][cH:17]1.[Na+:38].[OH-:37].[OH2:36].[OH:29][C:30]([C:31]([F:32])([F:33])[F:34])=[O:35]>>[F:1][CH2:2][CH2:3][NH:4][c:12]1[n:13][cH:14][c:15](-[c:18]2[o:19][c:20]3[c:21]([n:22]2)[cH:23][cH:24][c:25]([O:27][CH3:28])[cH:26]3)[cH:16][cH:17]1. Reactants: ClCCl, COc1ccc2nc(-c3ccc(N(CCF)C(=O)OC(C)(C)C)nc3)oc2c1, [Na+], [OH-], O, O=C(O)C(F)(F)F. Yields the product COc1ccc2nc(-c3ccc(NCCF)nc3)oc2c1. The reactants are CCOC(=O)C(Br)C#N, CCCCOC(C)=O, [Ca+2], [Ca], [Cl-], CC(C)=CC=C(Cl)Cl, Cl, [Cu], [Na+], O=C([O-])[O-], O. Yields the product CCOC(=O)C1(C#N)C(C=C(Cl)Cl)C1(C)C. As a reaction SMILES: [Br:9][CH:10]([C:11](=[O:12])[O:13][CH2:14][CH3:15])[C:16]#[N:17].[CH3:28][CH2:29][CH2:30][CH2:31][O:32][C:33](=[O:34])[CH3:35].[Ca+2:18].[Ca:23].[Cl-:25].[Cl:1][C:2](=[CH:3][CH:4]=[C:5]([CH3:6])[CH3:7])[Cl:8].[ClH:26].[Cu:27].[Na+:24].[O-:19][C:20](=[O:21])[O-:22].[OH2:36]>>[Cl:1][C:2](=[CH:3][CH:4]1[C:5]([CH3:6])([CH3:7])[C:10]1([C:11](=[O:12])[O:13][CH2:14][CH3:15])[C:16]#[N:17])[Cl:8]. The reactants are COC(=O)c1ccc(C(F)(F)F)nc1Br, SCc1ccccc1, CC(C)(C)[O-], CN(C)C=O, [K+], O. The product is COC(=O)c1ccc(C(F)(F)F)nc1SCc1ccccc1. Reaction SMILES: [Br:15][c:16]1[n:17][c:18]([C:26]([F:27])([F:28])[F:29])[cH:19][cH:20][c:21]1[C:22](=[O:23])[O:24][CH3:25].[CH2:7]([c:8]1[cH:9][cH:10][cH:11][cH:12][cH:13]1)[SH:14].[CH3:1][C:2]([CH3:3])([O-:4])[CH3:5].[CH3:31][N:32]([CH3:33])[CH:34]=[O:35].[K+:6].[OH2:30]>>[CH2:7]([c:8]1[cH:9][cH:10][cH:11][cH:12][cH:13]1)[S:14][c:16]1[n:17][c:18]([C:26]([F:27])([F:28])[F:29])[cH:19][cH:20][c:21]1[C:22](=[O:23])[O:24][CH3:25]. The reactants are Cc1ccc(S(=O)(=O)OCC2CCN(C(=O)OC(C)(C)C)CC2)cc1, CCOC(=O)CC(=O)OCC, CC[O-], CCO, [Na+]. Yields the product CCOC(=O)C(CC1CCN(C(=O)OC(C)(C)C)CC1)C(=O)OCC. RXN SMILES: [C:16]([CH3:17])([CH3:18])([CH3:19])[O:20][C:21](=[O:22])[N:23]1[CH2:24][CH2:25][CH:26]([CH2:29][O:30][S:31]([c:32]2[cH:33][cH:34][c:35]([CH3:36])[cH:37][cH:38]2)(=[O:39])=[O:40])[CH2:27][CH2:28]1.[C:1]([CH2:2][C:3](=[O:4])[O:5][CH2:6][CH3:7])(=[O:8])[O:9][CH2:10][CH3:11].[CH3:13][CH2:14][O-:15].[CH3:41][CH2:42][OH:43].[Na+:12]>>[C:1]([CH:2]([C:3](=[O:4])[O:5][CH2:6][CH3:7])[CH2:29][CH:26]1[CH2:25][CH2:24][N:23]([C:21]([O:20][C:16]([CH3:17])([CH3:18])[CH3:19])=[O:22])[CH2:28][CH2:27]1)(=[O:8])[O:9][CH2:10][CH3:11]. Reactants: ClC1=C(C=C(C=C1)CO)CCO (2-(2-Chloro-5-(hydroxymethyl)phenyl)ethanol). The reagents and catalysts are [O-2].[O-2].[Mn+4] (Manganese (IV) dioxide). Solvent: C(Cl)Cl (DCM). Reaction conditions: time 8 hour. The product is ClC1=C(C=C(C=O)C=C1)CCO (4-Chloro-3-(2-hydroxyethyl)benzaldehyde). Reaction SMILES: [Cl:1][C:2]1[CH:7]=[CH:6][C:5]([CH2:8][OH:9])=[CH:4][C:3]=1[CH2:10][CH2:11][OH:12]>C(Cl)Cl.[O-2].[O-2].[Mn+4]>[Cl:1][C:2]1[CH:7]=[CH:6][C:5]([CH:8]=[O:9])=[CH:4][C:3]=1[CH2:10][CH2:11][OH:12] |f:2.3.4|. Procedure details: Manganese (IV) dioxide (1.00 g) was added to a solution of 2-(2-chloro-5-(hydroxymethyl)phenyl)ethanol (example 75, step b) (0.205 g) in DCM (10 mL), and the resulting suspension was stirred at room temperature overnight. The mixture was then filtered through Celite, washing the filter pad well with DCM. The filtrate and washings were concentrated in vacuo to afford the subtitled compound as a colourless oil. Yield 0.159 g. The reactants are CCOC(=O)c1cnn(Cc2nc(Br)sc2C)c1, CCO, COCCOC, OB(O)c1cc(Cl)cc(C(F)(F)F)c1, [Na+], [Na+], O=C([O-])[O-], O. Product: CCOC(=O)c1cnn(Cc2nc(-c3cc(Cl)cc(C(F)(F)F)c3)sc2C)c1. Reaction SMILES: [Br:1][c:2]1[s:3][c:4]([CH3:18])[c:5]([CH2:7][n:8]2[n:9][cH:10][c:11]([C:13](=[O:14])[O:15][CH2:16][CH3:17])[cH:12]2)[n:6]1.[CH2:40]([OH:41])[CH3:42].[CH3:43][O:44][CH2:45][CH2:46][O:47][CH3:48].[Cl:19][c:20]1[cH:21][c:22]([B:30]([OH:31])[OH:32])[cH:23][c:24]([C:26]([F:27])([F:28])[F:29])[cH:25]1.[Na+:33].[Na+:34].[O-:35][C:36](=[O:37])[O-:38].[OH2:39]>>[c:2]1(-[c:22]2[cH:21][c:20]([Cl:19])[cH:25][c:24]([C:26]([F:27])([F:28])[F:29])[cH:23]2)[s:3][c:4]([CH3:18])[c:5]([CH2:7][n:8]2[n:9][cH:10][c:11]([C:13](=[O:14])[O:15][CH2:16][CH3:17])[cH:12]2)[n:6]1. The reactants are COC(=O)c1cccc(CN(Cc2ccc(Cl)cc2Cl)C(=O)OC(C)(C)C)c1, Cl, [Na+], C1COCCO1, [OH-], O. Product: CC(C)(C)OC(=O)N(Cc1cccc(C(=O)O)c1)Cc1ccc(Cl)cc1Cl. As a reaction SMILES: [CH3:1][O:2][C:3]([c:4]1[cH:5][c:6]([CH2:10][N:11]([CH2:12][c:13]2[c:14]([Cl:20])[cH:15][c:16]([Cl:19])[cH:17][cH:18]2)[C:21](=[O:22])[O:23][C:24]([CH3:25])([CH3:26])[CH3:27])[cH:7][cH:8][cH:9]1)=[O:28].[ClH:32].[Na+:31].[O:33]1[CH2:34][CH2:35][O:36][CH2:37][CH2:38]1.[OH-:30].[OH2:29]>>[O:2]=[C:3]([c:4]1[cH:5][c:6]([CH2:10][N:11]([CH2:12][c:13]2[c:14]([Cl:20])[cH:15][c:16]([Cl:19])[cH:17][cH:18]2)[C:21](=[O:22])[O:23][C:24]([CH3:25])([CH3:26])[CH3:27])[cH:7][cH:8][cH:9]1)[OH:28]. The reactants are Cc1nc(-c2ccc(C(F)(F)F)cc2)sc1CBr, CN(C)C=O, [H-], [Na+], O=C1NCCC1(c1ccccc1)c1ccccc1. Product: Cc1nc(-c2ccc(C(F)(F)F)cc2)sc1CN1CCC(c2ccccc2)(c2ccccc2)C1=O. As a reaction SMILES: [Br:21][CH2:22][c:23]1[c:24]([CH3:38])[n:25][c:26](-[c:28]2[cH:29][cH:30][c:31]([C:34]([F:35])([F:36])[F:37])[cH:32][cH:33]2)[s:27]1.[CH3:39][N:40]([CH3:41])[CH:42]=[O:43].[H-:19].[Na+:20].[c:1]1([C:7]2([c:13]3[cH:14][cH:15][cH:16][cH:17][cH:18]3)[C:8](=[O:12])[NH:9][CH2:10][CH2:11]2)[cH:2][cH:3][cH:4][cH:5][cH:6]1>>[c:1]1([C:7]2([c:13]3[cH:14][cH:15][cH:16][cH:17][cH:18]3)[C:8](=[O:12])[N:9]([CH2:22][c:23]3[c:24]([CH3:38])[n:25][c:26](-[c:28]4[cH:29][cH:30][c:31]([C:34]([F:35])([F:36])[F:37])[cH:32][cH:33]4)[s:27]3)[CH2:10][CH2:11]2)[cH:2][cH:3][cH:4][cH:5][cH:6]1. The reactants are CC(Cl)c1cccnc1, C1CCNC(CN2CCOCC2)CC1. The reagents and catalysts are O=C([O-])[O-].[Cs+].[Cs+] (cesium carbonate), [I-].[K+] (potassium iodide). Run in CN(C)C=O (DMF), CN(C)C=O (dmf), CN(C)C=O (DMF). Run at temperature 70 celsius, time 16 hour. Yields the product CC(c1cccnc1)N1CCCCCC1CN1CCOCC1. Reactants: O[C@H]1C[C@@H](C(OC)=O)N(C(OC(C)(C)C)=O)C1, C(C(C(F)(F)S(=O)(=O)F)(F)F)(C(F)(F)F)(F)F (perfluorobutane-1-sulfonyl fluoride). The reagents and catalysts are N\2=C1\N(CCCCC1)CCC/2 (DBU). The solvent is C1CCCO1 (THF), C1CCCO1 (THF). Conditions: time 48 hour. Product: F[C@H]1C[C@@H](C(OC)=O)N(C(OC(C)(C)C)=O)C1. Isolated yield 59.0%.